From a dataset of the Open Reaction Database (ORD), a public repository of structured organic reaction records. describe an organic reaction: reactants, conditions, products, and yield Starting materials: NCC(=O)OCC1=CC=CC=C1 (Benzyl 2-aminoacetate), Cl.NCC(=O)OCC1=CC=CC=C1 (benzyl 2-aminoacetate hydrochloride), C([O-])(O)=O.[Na+] (sodium bicarbonate), NCC(=O)OCC1=CC=CC=C1 (benzyl 2-aminoacetate), N1=CC=CC=C1 (pyridine), ClC(=O)OC(C)Cl (1-chloroethyl chloroformate). Solvent: O (water), C(Cl)Cl (methylene chloride), C(Cl)Cl (methylene chloride). Run at temperature -78 celsius, time 3 hour. The product is ClC(C)OC(=O)NCC(=O)OCC1=CC=CC=C1 (benzyl 2-((1-chloroethoxy)carbonylamino)acetate). RXN SMILES: [NH2:1][CH2:2][C:3]([O:5][CH2:6][C:7]1[CH:12]=[CH:11][CH:10]=[CH:9][CH:8]=1)=[O:4].Cl.NCC(OCC1C=CC=CC=1)=O.C(=O)(O)[O-].[Na+].N1C=CC=CC=1.Cl[C:38]([O:40][CH:41]([Cl:43])[CH3:42])=[O:39]>C(Cl)Cl.O>[Cl:43][CH:41]([O:40][C:38]([NH:1][CH2:2][C:3]([O:5][CH2:6][C:7]1[CH:12]=[CH:11][CH:10]=[CH:9][CH:8]=1)=[O:4])=[O:39])[CH3:42] |f:1.2,3.4|. Reported procedure: Benzyl 2-aminoacetate was generated from a treatment of benzyl 2-aminoacetate hydrochloride (Aldrich) in methylene chloride with aqueous sodium bicarbonate solution followed by water wash. To a cooled solution of benzyl 2-aminoacetate (1.837 g, 11.1 mmol) and pyridine (1.1 g, 1.1 mL, 13.9 mmol) in methylene chloride (17 mL) at −78° C., was added slowly 1-chloroethyl chloroformate (Aldrich, 1.67 g, 11.7 mmol) over ˜10 min. The reaction mixture was allowed to stir at −78° C. for 3 h, giving a whit...